This data is from the Open Reaction Database (ORD), a public repository of structured organic reaction records. The task is: describe an organic reaction: reactants, conditions, products, and yield Reactants: N(=NC(=O)OCC)C(=O)OCC (diethyl azodicarboxylate), NC1=NC(=C2NC=NC2=N1)N (2,6-diaminopurine), OCCOCP(OCC)(=O)OCC (diethyl 2-hydroxyethoxymethanephosphonate), C1(=CC=CC=C1)P(C1=CC=CC=C1)C1=CC=CC=C1 (triphenylphosphine), CN(C)C=O (DMF). Reaction conditions: time 30 minute. Product: NC1=NC(=C2N=CN(C2=N1)CCOCP(=O)(OOCC)OOCC)N (2,6-Diamino-9-(2-diethoxyphosphonomethoxyethyl)purine). The yield is 23.0%. Reaction SMILES: [NH2:1][C:2]1[N:10]=[C:9]2[C:5]([NH:6][CH:7]=[N:8]2)=[C:4]([NH2:11])[N:3]=1.O[CH2:13][CH2:14][O:15][CH2:16][P:17]([O:22]CC)(=[O:21])[O:18]CC.C1(P([C:38]2[CH:43]=CC=CC=2)C2C=CC=CC=2)C=CC=CC=1.N(C(OCC)=O)=NC([O:48][CH2:49][CH3:50])=O.CN(C=[O:60])C>>[NH2:1][C:2]1[N:10]=[C:9]2[C:5]([N:6]=[CH:7][N:8]2[CH2:13][CH2:14][O:15][CH2:16][P:17]([O:18][O:60][CH2:43][CH3:38])([O:22][O:48][CH2:49][CH3:50])=[O:21])=[C:4]([NH2:11])[N:3]=1. Procedure details: A mixture of 2,6-diaminopurine (350 mg, 2.36 mmol), diethyl 2-hydroxyethoxymethane-phosphonate 2b (500 mg, 2.36 mmol) and triphenylphosphine (930 mg, 3.54 mmol) in anhydrous DMF (10 mL) was stirred at ambient temperature under N2 for 30 min. The reaction mixture was then cooled to -30° C. and diethyl azodicarboxylate (0.56 mL, 3.54 mmol) was added dropwise at such a rate that the reaction temperature was maintained below -25° C. The reaction mixture was stirred at that temperature for 2 h and th... Starting materials: C(C)OC1=NNC=C1CCC(=O)OCC (ethyl 3-(3-ethoxy-1H-pyrazol-4-yl]propionate), ClCC1=CC=C(OCCC2=NC=C(C=C2)CC)C=C1 (2-[2-(4-chloromethylphenoxy)ethyl]-5-ethylpyridine), CN(C=O)C (N,N-dimethylformamide), [H-].[Na+] (sodium hydride). Run in O (water). Reaction conditions: time 30 minute. Yields the product C(C)OC1=NN(C=C1CCC(=O)OCC)CC1=CC=C(C=C1)OCCC1=NC=C(C=C1)CC (ethyl 3-[3-ethoxy-1-[4-[2-(5-ethyl-2-pyridyl)ethoxy]benzyl]-1H-pyrazol-4-yl]propionate). Yield: 76.9%. RXN SMILES: [CH2:1]([O:3][C:4]1[C:8]([CH2:9][CH2:10][C:11]([O:13][CH2:14][CH3:15])=[O:12])=[CH:7][NH:6][N:5]=1)[CH3:2].Cl[CH2:17][C:18]1[CH:34]=[CH:33][C:21]([O:22][CH2:23][CH2:24][C:25]2[CH:30]=[CH:29][C:28]([CH2:31][CH3:32])=[CH:27][N:26]=2)=[CH:20][CH:19]=1.CN(C)C=O.[H-].[Na+]>O>[CH2:1]([O:3][C:4]1[C:8]([CH2:9][CH2:10][C:11]([O:13][CH2:14][CH3:15])=[O:12])=[CH:7][N:6]([CH2:17][C:18]2[CH:19]=[CH:20][C:21]([O:22][CH2:23][CH2:24][C:25]3[CH:30]=[CH:29][C:28]([CH2:31][CH3:32])=[CH:27][N:26]=3)=[CH:33][CH:34]=2)[N:5]=1)[CH3:2] |f:3.4|. Reported procedure: To a mixture of ethyl 3-(3-ethoxy-1H-pyrazol-4-yl]propionate (318 mg), 2-[2-(4-chloromethylphenoxy)ethyl]-5-ethylpyridine (414 mg), and N,N-dimethylformamide (10 ml), sodium hydride (60%, oily, 60.0 mg) was added at 0° C., and then the mixture was stirred at room temperature for 30 minutes. The reaction mixture was poured into water, which was extracted with ethyl acetate. The ethyl acetate layer was washed with water, then, with saturated aqueous sodium chloride solution, and dried (MgSO4) and ... Reactants: N1(CCOCC1)C1=C(C=CC=C1)CC(=S)N1CCOCC1 (N-[[2-(4-morpholinyl)-phenyl]thioacetyl]morpholine), C(C)(=O)O (acetic acid). The solvent is Cl (hydrochloric acid). Product: N1(CCOCC1)C1=C(C=CC=C1)CC(=O)O (2-[2-(4-Morpholinyl)phenyl]acetic acid). As a reaction SMILES: [N:1]1([C:7]2[CH:12]=[CH:11][CH:10]=[CH:9][C:8]=2CC(N2CCOCC2)=S)[CH2:6][CH2:5][O:4][CH2:3][CH2:2]1.[C:22]([OH:25])(=[O:24])[CH3:23]>Cl>[N:1]1([C:7]2[CH:12]=[CH:11][CH:10]=[CH:9][C:8]=2[CH2:23][C:22]([OH:25])=[O:24])[CH2:6][CH2:5][O:4][CH2:3][CH2:2]1. Procedure details: A solution of N-[[2-(4-morpholinyl)-phenyl]thioacetyl]morpholine (2.78 g) in a mixture of acetic acid (25 cc) and 37% hydrochloric acid (25 cc) is refluxed for 8 hours and then concentrated to dryness under reduced pressure (2.7 kPa). The residue is taken up in ethyl acetate (20 cc) and normal sodium hydroxide solution (20 cc). The aqueous phase is acidified to pH 5 with acetic acid and then extracted with ethyl acetate (20 cc). This organic phase is washed with water (2×4 cc), dried over magnes... Starting materials: BrCc1ccccc1, CCO, CCOC(C)=O, [K+], [OH-], O=C1OCC(c2ccc([N+](=O)[O-])cc2)C1CS. The product is O=C1OCC(c2ccc([N+](=O)[O-])cc2)C1CSCc1ccccc1. Reaction SMILES: [Br:20][CH2:21][c:22]1[cH:23][cH:24][cH:25][cH:26][cH:27]1.[CH3:28][CH2:29][OH:30].[CH3:31][CH2:32][O:33][C:34](=[O:35])[CH3:36].[K+:2].[OH-:1].[SH:3][CH2:4][CH:5]1[C:6](=[O:7])[O:8][CH2:9][CH:10]1[c:11]1[cH:12][cH:13][c:14]([N+:17](=[O:18])[O-:19])[cH:15][cH:16]1>>[S:3]([CH2:4][CH:5]1[C:6](=[O:7])[O:8][CH2:9][CH:10]1[c:11]1[cH:12][cH:13][c:14]([N+:17](=[O:18])[O-:19])[cH:15][cH:16]1)[CH2:21][c:22]1[cH:23][cH:24][cH:25][cH:26][cH:27]1. Reactants: C1COCCO1, [Cl-], Clc1ccnc2ccccc12, [F-], CN1CCC(c2c[nH]c3ccc(OS(=O)(=O)C(F)(F)F)nc23)CC1, [K+], [Li+], c1ccc(P(c2ccccc2)(c2ccccc2)[Pd](P(c2ccccc2)(c2ccccc2)c2ccccc2)(P(c2ccccc2)(c2ccccc2)c2ccccc2)P(c2ccccc2)(c2ccccc2)c2ccccc2)cc1. The product is CN1CCC(c2c[nH]c3ccc(-c4ccnc5ccccc45)nc23)CC1. RXN SMILES: [CH2:117]1[O:118][CH2:119][CH2:120][O:121][CH2:122]1.[Cl-:26].[Cl:27][c:28]1[cH:29][cH:30][n:31][c:32]2[cH:33][cH:34][cH:35][cH:36][c:37]12.[F-:38].[F:1][C:2]([F:3])([F:4])[S:5]([O:6][c:7]1[n:8][c:9]2[c:10]([CH:16]3[CH2:17][CH2:18][N:19]([CH3:22])[CH2:20][CH2:21]3)[cH:11][nH:12][c:13]2[cH:14][cH:15]1)(=[O:23])=[O:24].[K+:39].[Li+:25].[cH:40]1[cH:41][cH:42][c:43]([P:44]([Pd:45]([P:46]([c:47]2[cH:48][cH:49][cH:50][cH:51][cH:52]2)([c:53]2[cH:54][cH:55][cH:56][cH:57][cH:58]2)[c:59]2[cH:60][cH:61][cH:62][cH:63][cH:64]2)([P:65]([c:66]2[cH:67][cH:68][cH:69][cH:70][cH:71]2)([c:72]2[cH:73][cH:74][cH:75][cH:76][cH:77]2)[c:78]2[cH:79][cH:80][cH:81][cH:82][cH:83]2)[P:84]([c:85]2[cH:86][cH:87][cH:88][cH:89][cH:90]2)([c:91]2[cH:92][cH:93][cH:94][cH:95][cH:96]2)[c:97]2[cH:98][cH:99][cH:100][cH:101][cH:102]2)([c:103]2[cH:104][cH:105][cH:106][cH:107][cH:108]2)[c:109]2[cH:110][cH:111][cH:112][cH:113][cH:114]2)[cH:115][cH:116]1>>[c:7]1(-[c:28]2[cH:29][cH:30][n:31][c:32]3[cH:33][cH:34][cH:35][cH:36][c:37]23)[n:8][c:9]2[c:10]([CH:16]3[CH2:17][CH2:18][N:19]([CH3:22])[CH2:20][CH2:21]3)[cH:11][nH:12][c:13]2[cH:14][cH:15]1. The reactants are C1(=CC=CC=C1)CC(=O)N[C-]1C=CC=C1.[C-]1(C=CC=C1)NC(CC1=CC=CC=C1)=O.[Fe+2] (1,1′-bis(phenylacetamido)ferrocene), [OH-].[K+] (potassium hydroxide). Yields the product C1(=CC=CC=C1)N[C-]1C=CC=C1.[C-]1(C=CC=C1)NC1=CC=CC=C1.[Fe+2] (1,1′-bis(phenylamino)ferrocene). Reaction SMILES: [C:1]1([CH2:7][C:8]([NH:10][C-:11]2[CH:15]=[CH:14][CH:13]=[CH:12]2)=O)[CH:6]=[CH:5][CH:4]=CC=1.[C-:16]1([NH:21][C:22](=O)[CH2:23][C:24]2[CH:29]=[CH:28][CH:27]=CC=2)[CH:20]=[CH:19][CH:18]=[CH:17]1.[Fe+2:31].[OH-].[K+]>>[C:8]1([NH:10][C-:11]2[CH:12]=[CH:13][CH:14]=[CH:15]2)[CH:4]=[CH:5][CH:6]=[CH:1][CH:7]=1.[C-:16]1([NH:21][C:22]2[CH:23]=[CH:24][CH:29]=[CH:28][CH:27]=2)[CH:17]=[CH:18][CH:19]=[CH:20]1.[Fe+2:31] |f:0.1.2,3.4,5.6.7|. Procedure: (0.55 mmol) of 1,1′-bis(phenylacetamido)ferrocene in 30 ml of argon-saturated ethanol (96%) were heated under argon with 2 g (35.6 mmol) of potassium hydroxide for 16 hours under reflux. After cooling, the reaction mixture was (without inert gas) diluted with 30 ml of argon-saturated water, transferred to a separating funnel and extracted a number of times with ether. The combined ether phases were dried over sodium sulfate, filtered and evaporated under argon in a high vacuum.